This data is from the Open Reaction Database (ORD), a public repository of structured organic reaction records. The task is: describe an organic reaction: reactants, conditions, products, and yield Reactants: CC1(CC(N(C1)C1=CC=C(C(=O)OCC)C=C1)=O)C (ethyl 4-(4,4-dimethyl-2-oxopyrrolidin-1-yl)benzoate), C1(CC1)C=1C=C(C(=NC1)N1CCNCC1)C (1-(5-cyclopropyl-3-methylpyridin-2-yl)piperazine). The product is C1(CC1)C=1C=C(C(=NC1)N1CCN(CC1)C(=O)C1=CC=C(C=C1)N1C(CC(C1)(C)C)=O)C (1-{4-[4-(5-cyclopropyl-3-methylpyridin-2-yl)piperazine-1-carbonyl]phenyl}-4,4-dimethylpyrrolidin-2-one). The yield is 14.8%. As a reaction SMILES: [CH3:1][C:2]1([CH3:19])[CH2:6][N:5]([C:7]2[CH:17]=[CH:16][C:10]([C:11]([O:13]CC)=O)=[CH:9][CH:8]=2)[C:4](=[O:18])[CH2:3]1.[CH:20]1([C:23]2[CH:24]=[C:25]([CH3:35])[C:26]([N:29]3[CH2:34][CH2:33][NH:32][CH2:31][CH2:30]3)=[N:27][CH:28]=2)[CH2:22][CH2:21]1>>[CH:20]1([C:23]2[CH:24]=[C:25]([CH3:35])[C:26]([N:29]3[CH2:30][CH2:31][N:32]([C:11]([C:10]4[CH:9]=[CH:8][C:7]([N:5]5[CH2:6][C:2]([CH3:1])([CH3:19])[CH2:3][C:4]5=[O:18])=[CH:17][CH:16]=4)=[O:13])[CH2:33][CH2:34]3)=[N:27][CH:28]=2)[CH2:22][CH2:21]1. Reported procedure: Using ethyl 4-(4,4-dimethyl-2-oxopyrrolidin-1-yl)benzoate (131 mg) described in Preparation Example 49 and 1-(5-cyclopropyl-3-methylpyridin-2-yl)piperazine (109 mg) described in Preparation Example 83 and by the reaction and treatment in the same manner as in Example 109, the title compound (32 mg) was obtained. The reactants are FC1=C(C(=O)Cl)C=CC(=C1)F (2,4-difluorobenzoyl chloride), C(C)C1=CC=C(N)C=C1 (4-ethylaniline). Reagents/catalysts: [Cl-].[Zn+2].[Cl-] (Zinc chloride). Solvent: Cl (hydrochloric acid). Run at temperature 200 celsius, time 2.5 hour. The product is NC1=C(C(=O)C2=C(C=C(C=C2)F)F)C=C(C=C1)CC (2-amino-5-ethyl-2',4'-difluorobenzophenone). Isolated yield 30.6%. RXN SMILES: [F:1][C:2]1[CH:10]=[C:9]([F:11])[CH:8]=[CH:7][C:3]=1[C:4](Cl)=[O:5].[CH2:12]([C:14]1[CH:20]=[CH:19][C:17]([NH2:18])=[CH:16][CH:15]=1)[CH3:13]>[Cl-].[Zn+2].[Cl-].Cl>[NH2:18][C:17]1[CH:19]=[CH:20][C:14]([CH2:12][CH3:13])=[CH:15][C:16]=1[C:4]([C:3]1[CH:7]=[CH:8][C:9]([F:11])=[CH:10][C:2]=1[F:1])=[O:5] |f:2.3.4|. Reported procedure: Zinc chloride (7.2 g) was added portionwise to a stirred mixture of 2,4-difluorobenzoyl chloride (17 g) and 4-ethylaniline (5.3 g) at 180° C. The mixture was stirred for 2.5 hours at 200° C. and cooled to 120° C. To the mixture was added 3N hydrochloric acid (50 ml) and the resulting mixture was refluxed for 1.5 hours, then the supernatant was decanted out. The above procedure was repeated three times. 75% Sulfuric acid (40 ml) was added and the reaction mixture was stirred and heated at 140° C.... Reactants: BrC1=[N+](C=2CCCCC2C=C1)[O-] (2-bromo-5,6,7,8-tetrahydro-quinoline 1-oxide), [OH-].[Na+] (NaOH), [N+](=O)(O)[O-] (HNO3), OS(=O)(=O)O (H2SO4), ice. Run at temperature 90 celsius. Yields the product BrC1=[N+](C=2CCCCC2C(=C1)[N+](=O)[O-])[O-] (2-Bromo-4-nitro-5,6,7,8-tetrahydro-quinoline 1-oxide). Yield: 83.0%. As a reaction SMILES: [Br:1][C:2]1[CH:11]=[CH:10][C:9]2[CH2:8][CH2:7][CH2:6][CH2:5][C:4]=2[N+:3]=1[O-:12].OS(O)(=O)=O.[OH-].[Na+].[N+:20]([O-])([OH:22])=[O:21]>>[Br:1][C:2]1[CH:11]=[C:10]([N+:20]([O-:22])=[O:21])[C:9]2[CH2:8][CH2:7][CH2:6][CH2:5][C:4]=2[N+:3]=1[O-:12] |f:2.3|. Procedure: With efficient ice bath cooling 2-bromo-5,6,7,8-tetrahydro-quinoline 1-oxide (8.0 g, 35 mmol) (S. Zimmermann et al., J. Am. Chem. Soc., 1991, 113, 183) was treated with conc. H2SO4 (65 ml), followed by conc. HNO3 (10 ml). The resulting mixture was heated to 90° C. for 90 min, cooled and poured on crushed ice (200 g). NaOH (28%) was added to reach pH 7 and the aqueous phase extracted with AcOEt. The organic phase was dried (Na2SO4) and concentrated to yield 7.9 g (83%) of the title compound as a ... Starting materials: Cc1ccc(S(=O)(=O)OCC2(C#N)CC2)cc1, CCOC(C)=O, O=Cc1cc(Cl)ccc1O, [K+], [K+], O=C([O-])[O-], CN(C)C=O, O. Product: N#CC1(COc2ccc(Cl)cc2C=O)CC1. RXN SMILES: [C:1](#[N:2])[C:3]1([CH2:6][O:7][S:8]([c:9]2[cH:10][cH:11][c:12]([CH3:13])[cH:14][cH:15]2)(=[O:16])=[O:17])[CH2:4][CH2:5]1.[CH3:40][CH2:41][O:42][C:43]([CH3:44])=[O:45].[Cl:18][c:19]1[cH:20][cH:21][c:22]([OH:27])[c:23]([CH:24]=[O:25])[cH:26]1.[K+:28].[K+:29].[O-:30][C:31]([O-:32])=[O:33].[O:35]=[CH:36][N:37]([CH3:38])[CH3:39].[OH2:34]>>[C:1](#[N:2])[C:3]1([CH2:6][O:27][c:22]2[cH:21][cH:20][c:19]([Cl:18])[cH:26][c:23]2[CH:24]=[O:25])[CH2:4][CH2:5]1. The reactants are C12CCC(C(C1)CNC(=O)C=1C(=NC=CC1)SCCCC1=CC=C(C=C1)OC)C2 (N-(5-bicyclo[2.2.1]heptanyl-methyl)-2-[3-(4-methoxyphenyl)-propylsulfanyl]-pyridine-3-carboxylic acid amide), C12CCC(C(C1)CNC(=O)C=1C(=NC=CC1)SCCCC1=CC=C(C=C1)OC)C2 (N-(5-bicyclo[2.2.1]heptanyl-methyl)-2-[3-(4-methoxyphenyl)-propylsulfanyl]-pyridine-3-carboxylic acid amide), B(Br)(Br)Br (boron tribromide). The solvent is C(Cl)Cl (DCM). Conditions: time 90 minute. Product: C12CCC(C(C1)CNC(=O)C=1C(=NC=CC1)SCCCC1=CC=C(C=C1)O)C2 (N-(5-bicyclo[2.2.1]heptanyl-methyl)-2-[3-(4-hydroxy-phenyl)-propylsulfanyl]-pyridine-3-carboxylic acid amide). Yield: 83.9%. RXN SMILES: [CH:1]12[CH2:29][CH:4]([CH:5]([CH2:7][NH:8][C:9]([C:11]3[C:12]([S:17][CH2:18][CH2:19][CH2:20][C:21]4[CH:26]=[CH:25][C:24]([O:27]C)=[CH:23][CH:22]=4)=[N:13][CH:14]=[CH:15][CH:16]=3)=[O:10])[CH2:6]1)[CH2:3][CH2:2]2.B(Br)(Br)Br>C(Cl)Cl>[CH:1]12[CH2:29][CH:4]([CH:5]([CH2:7][NH:8][C:9]([C:11]3[C:12]([S:17][CH2:18][CH2:19][CH2:20][C:21]4[CH:22]=[CH:23][C:24]([OH:27])=[CH:25][CH:26]=4)=[N:13][CH:14]=[CH:15][CH:16]=3)=[O:10])[CH2:6]1)[CH2:3][CH2:2]2. Reported procedure: A solution of 483 mg (1.18 mmol) of N-(5-bicyclo[2.2.1]heptanyl-methyl)-2-[3-(4-methoxyphenyl)-propylsulfanyl]-pyridine-3-carboxylic acid amide (exemplary compound 56) in DCM (50 ml) was cooled to −60° C.; 11.8 ml (11.8 mmol, 1M in DCM) of boron tribromide were added at that temperature and stirring was carried out for 90 min at −60° C. After warming to RT, the mixture was quenched with a 1M aq. NaHCO3 sol. and the phases were separated. The aqueous phase was extracted with EA and the organic ph... Starting materials: C1(O)=CC(O)=CC=C1 (Resorcinol), C(=C)(C)C1=CC=C(C=C1)C(=C)C (p-diisopropenylbenzene), Cl (hydrogen chloride). The solvent is C(C)(=O)O (acetic acid). Conditions: temperature 70 celsius, time 17 hour. The product is OC1=C(C=CC(=C1)O)C(C)(C)C1=CC=C(C=C1)C(C)(C)C1=C(C=C(C=C1)O)O (Alpha,alpha'-bis-(2,4-dihydroxyphenyl)-1,4-diisopropylbenzene). The yield is 77.0%. RXN SMILES: [C:1]1([CH:8]=[CH:7][CH:6]=[C:4]([OH:5])[CH:3]=1)[OH:2].[C:9]([C:12]1[CH:17]=[CH:16][C:15]([C:18]([CH3:20])=[CH2:19])=[CH:14][CH:13]=1)([CH3:11])=[CH2:10].Cl>C(O)(=O)C>[OH:2][C:1]1[CH:3]=[C:4]([OH:5])[CH:6]=[CH:7][C:8]=1[C:9]([C:12]1[CH:13]=[CH:14][C:15]([C:18]([C:6]2[CH:7]=[CH:8][C:1]([OH:2])=[CH:3][C:4]=2[OH:5])([CH3:20])[CH3:19])=[CH:16][CH:17]=1)([CH3:11])[CH3:10]. Procedure details: 110.0 g Resorcinol, 15.8 g p-diisopropenylbenzene and 200 ml glacial acetic acid were added to a flask and heated to about 70° C. to dissolve the reactants. Anhydrous hydrogen chloride was condensed into the reaction mixture until saturated. The reaction was allowed to cool and stand at ambient temperature for 17 hours. The product was precipitated in water, washed with water and vacuum dried at 60° C. About 29.1g of product with a melting point of about 110° to 115° C. was obtained. Reactants: 7-(2-Chloro-6-fluorophenyl)-5-(4-chlorophenyl)-4,5,6,7-tetrahydro[1,2,4]triazolo[1,5a]pyrimidine, O (H2O), ClC1=C(C(=CC=C1)F)[C@@H]1C[C@@H](NC=2N1N=CN2)C2=CC=C(C=C2)Cl (cis-7-(2-Chloro-6-fluorophenyl)-5-(4-chlorophenyl)-4,5,6,7-tetrahydro-[1,2,4]triazolo[1,5-a]pyrimidine). Solvent: CCO (EtOH). Product: ClC1=C(C(=CC=C1)F)[C@@H]1C[C@@H](NC=2N1N=CN2)C2=CC=C(C=C2)Cl ((R,S)-7-(2-Chloro-6-fluoro-phenyl)-5-(4-chloro-phenyl)-4,5,6,7-tetrahydro-[1,2,4]triazolo[1,5-a]pyrimidine), 40b, ClC1=C(C(=CC=C1)F)[C@H]1C[C@H](NC=2N1N=CN2)C2=CC=C(C=C2)Cl ((S,R)-7-(2-Chloro-6-fluoro-phenyl)-5-(4-chloro-phenyl)-4,5,6,7-tetrahydro-[1,2,4]triazolo[1,5-a]pyrimidine). Reaction SMILES: [Cl:1][C:2]1[CH:7]=[CH:6][CH:5]=[C:4]([F:8])[C:3]=1[C@H:9]1[N:14]2[N:15]=[CH:16][N:17]=[C:13]2[NH:12][C@@H:11]([C:18]2[CH:23]=[CH:22][C:21]([Cl:24])=[CH:20][CH:19]=2)[CH2:10]1.O>CCO>[Cl:1][C:2]1[CH:7]=[CH:6][CH:5]=[C:4]([F:8])[C:3]=1[C@H:9]1[N:14]2[N:15]=[CH:16][N:17]=[C:13]2[NH:12][C@@H:11]([C:18]2[CH:23]=[CH:22][C:21]([Cl:24])=[CH:20][CH:19]=2)[CH2:10]1.[Cl:1][C:2]1[CH:7]=[CH:6][CH:5]=[C:4]([F:8])[C:3]=1[C@@H:9]1[N:14]2[N:15]=[CH:16][N:17]=[C:13]2[NH:12][C@H:11]([C:18]2[CH:23]=[CH:22][C:21]([Cl:24])=[CH:20][CH:19]=2)[CH2:10]1. Reported procedure: Chiral resolution of cis-7-(2-Chloro-6-fluorophenyl)-5-(4-chlorophenyl)-4,5,6,7-tetrahydro-[1,2,4]triazolo[1,5-a]pyrimidine: Chiral resolution of 7-(2-Chloro-6-fluorophenyl)-5-(4-chlorophenyl)-4,5,6,7-tetrahydro[1,2,4]triazolo[1,5a]pyrimidine was carried out on the Waters 2695 HPLC instrument, equipped with CHIRALPAK® AD-RH column. Eluent system was: 30% A (H2O), 70% B (EtOH); flow rate=0.5 mL/min; λ=219 nm. The two enantiomers, 40a, (R,S)-7-(2-Chloro-6-fluoro-phenyl)-5-(4-chloro-phenyl)-4,5,6,7... Reactants: OC1=C(C(=CC2=C1[C@@]1(C(C3=CC=4C(C(=CC(C4C(=C3C([C@@]1([C@@H](C2)O)OC)=O)O)=O)N[C@H]2O[C@H]([C@@H]([C@H]([C@H]2OC)O)OC)C)=O)=O)O)C)C(=O)OC ((6R,6aS,14aR)-methyl 1,6,8,14a-tetrahydroxy-11-((2S,3R,4R,5R,6S)-4-hydroxy-3,5-dimethoxy-6-methyltetrahydro-2H-pyran-2-ylamino)-6a-methoxy-3-methyl-7,9,12,14-tetraoxo-5,6,6a,7,9,12,14,14a-octahydrobenzo[a]tetracene-2-carboxylate), C1(=CC=CC=C1)[Mg]Br (phenylmagnesium bromide). Run in C1CCOC1 (THF), C1CCOC1 (THF). Reaction conditions: temperature -78 celsius, time 3 hour. The product is OC1=C(C(=CC2=C1[C@@]1(C(C3=CC=4C(C(=CC(C4C(=C3C([C@@]1([C@@H](C2)O)OC)=O)O)=O)N[C@H]2O[C@H]([C@@H]([C@H]([C@H]2OC)O)OC)C)(C2=CC=CC=C2)O)=O)O)C)C(=O)OC ((6R,6aS,14aR)-methyl 1,6,8,12,14a-pentahydroxy-11-((2S,3R,4R,5R,6S)-4-hydroxy-3,5-dimethoxy-6-methyltetrahydro-2H-pyran-2-ylamino)-6a-methoxy-3-methyl-7,9,14-trioxo-12-phenyl-5,6,6a,7,9,12,14,14a-octahydrobenzo[a]tetracene-2-carboxylate). As a reaction SMILES: [OH:1][C:2]1[C:7]2[C@@:8]3([OH:45])[C@@:21]([O:25][CH3:26])([C@H:22]([OH:24])[CH2:23][C:6]=2[CH:5]=[C:4]([CH3:46])[C:3]=1[C:47]([O:49][CH3:50])=[O:48])[C:20](=[O:27])[C:19]1[C:10](=[CH:11][C:12]2[C:13](=[O:43])[C:14]([NH:30][C@@H:31]4[C@H:36]([O:37][CH3:38])[C@H:35]([OH:39])[C@@H:34]([O:40][CH3:41])[C@H:33]([CH3:42])[O:32]4)=[CH:15][C:16](=[O:29])[C:17]=2[C:18]=1[OH:28])[C:9]3=[O:44].[C:51]1([Mg]Br)[CH:56]=[CH:55][CH:54]=[CH:53][CH:52]=1>C1COCC1>[OH:1][C:2]1[C:7]2[C@@:8]3([OH:45])[C@@:21]([O:25][CH3:26])([C@H:22]([OH:24])[CH2:23][C:6]=2[CH:5]=[C:4]([CH3:46])[C:3]=1[C:47]([O:49][CH3:50])=[O:48])[C:20](=[O:27])[C:19]1[C:10](=[CH:11][C:12]2[C:13]([OH:43])([C:51]4[CH:56]=[CH:55][CH:54]=[CH:53][CH:52]=4)[C:14]([NH:30][C@@H:31]4[C@H:36]([O:37][CH3:38])[C@H:35]([OH:39])[C@@H:34]([O:40][CH3:41])[C@H:33]([CH3:42])[O:32]4)=[CH:15][C:16](=[O:29])[C:17]=2[C:18]=1[OH:28])[C:9]3=[O:44]. Procedure: To a −78° C. solution of (6R,6aS,14aR)-methyl 1,6,8,14a-tetrahydroxy-11-((2S,3R,4R,5R,6S)-4-hydroxy-3,5-dimethoxy-6-methyltetrahydro-2H-pyran-2-ylamino)-6a-methoxy-3-methyl-7,9,12,14-tetraoxo-5,6,6a,7,9,12,14,14a-octahydrobenzo[a]tetracene-2-carboxylate (50 mg, 0.072 mmol) in THF (2 mL) was added a solution of phenylmagnesium bromide in THF (1M, 0.72 mL, 0.72 mmol) dropwise. The reaction mixture was stirred at −78° C. for 3 h, and then quenched with a saturated solution of ammonium chloride. The... Starting materials: ClC(Cl)Cl, O=C(Cl)c1c(Cl)ccc(Cl)c1Cl, NN. Yields the product NNC(=O)c1c(Cl)ccc(Cl)c1Cl. RXN SMILES: [CH:15]([Cl:16])([Cl:17])[Cl:18].[Cl:3][c:4]1[c:5]([C:6](=[O:7])[Cl:8])[c:9]([Cl:14])[cH:10][cH:11][c:12]1[Cl:13].[NH2:1][NH2:2]>>[NH:1]([NH2:2])[C:6]([c:5]1[c:4]([Cl:3])[c:12]([Cl:13])[cH:11][cH:10][c:9]1[Cl:14])=[O:7].